This data is from the Open Reaction Database (ORD), a public repository of structured organic reaction records. The task is: describe an organic reaction: reactants, conditions, products, and yield Reactants: ClCCl, O=[Cr](=O)([O-])O[Cr](=O)(=O)[O-], COC(=O)c1ccc(C#CC(O)c2ccc3c(c2)C(C)(C)CCS3)cc1O, c1cc[nH+]cc1, c1cc[nH+]cc1. Product: COC(=O)c1ccc(C#CC(=O)c2ccc3c(c2)C(C)(C)CCS3)cc1O. RXN SMILES: [Cl:49][CH2:50][Cl:51].[Cr:28]([O:29][Cr:30]([O-:31])(=[O:32])=[O:33])([O-:34])(=[O:35])=[O:36].[OH:1][c:2]1[c:3]([C:4](=[O:5])[O:6][CH3:7])[cH:8][cH:9][c:10]([C:12]#[C:13][CH:14]([c:15]2[cH:16][c:17]3[c:22]([cH:23][cH:24]2)[S:21][CH2:20][CH2:19][C:18]3([CH3:25])[CH3:26])[OH:27])[cH:11]1.[nH+:37]1[cH:38][cH:39][cH:40][cH:41][cH:42]1.[nH+:43]1[cH:44][cH:45][cH:46][cH:47][cH:48]1>>[OH:1][c:2]1[c:3]([C:4](=[O:5])[O:6][CH3:7])[cH:8][cH:9][c:10]([C:12]#[C:13][C:14]([c:15]2[cH:16][c:17]3[c:22]([cH:23][cH:24]2)[S:21][CH2:20][CH2:19][C:18]3([CH3:25])[CH3:26])=[O:27])[cH:11]1. The reactants are CCOC(=O)/N=N/C(=O)OCC (diethylazodicarboxylate), C1[C@H](O1)CO ((R)-glycidol), C1(=CC=CC=C1)P(C1=CC=CC=C1)C1=CC=CC=C1 (triphenylphosphine), FC=1C=CC(=C(C1)O)[N+](=O)[O-] (5-fluoro-2-nitrophenol). Solvent: C1CCOC1 (THF). The product is FC=1C=CC(=C(OC[C@H]2OC2)C1)[N+](=O)[O-] ((2S)-2-[(5-Fluoro-2-nitrophenoxy)methyl]oxirane). Isolated yield 70.7%. As a reaction SMILES: [CH2:1]1[O:3][C@@H:2]1[CH2:4][OH:5].C1(P(C2C=CC=CC=2)C2C=CC=CC=2)C=CC=CC=1.[F:25][C:26]1[CH:27]=[CH:28][C:29]([N+:33]([O-:35])=[O:34])=[C:30](O)[CH:31]=1.CCOC(/N=N/C(OCC)=O)=O>C1COCC1>[F:25][C:26]1[CH:31]=[CH:30][C:29]([N+:33]([O-:35])=[O:34])=[C:28]([CH:27]=1)[O:5][CH2:4][C@@H:2]1[CH2:1][O:3]1. Procedure: In a flask was added (R)-glycidol (0.994 g, 13.4 mmole) and triphenylphosphine (3.52 g, 13.4 mmole) and THF (20 ml, dried over molecular sieves), and 5-fluoro-2-nitrophenol (2.10 g, 13.4 mmole). The mixture was stirred until a homogeneous solution was obtained. The solution was cooled in an ice bath and diethylazodicarboxylate (DEAD, 2.11 ml, 13.4 mmole) was added dropwise over a few minutes. After completed addition, the flask was allowed to reach room temperature and stirred for an additional ... Starting materials: FC1[NH+](CCN1C)C (2-fluoro-1,3-dimethylimidazolinium), four, 2,2-difluoro-1,3-dimethylimidazolidine(DFI), [Br-].[Na+] (sodium bromide), [Br-] (bromide). The solvent is C(C)#N (acetonitrile). Yields the product [Br-].FC1[NH+](CCN1C)C (2-fluoro-1,3-dimethylimidazolinium Bromide). RXN SMILES: [Br-:1].[Na+].[F:3][CH:4]1[N:8]([CH3:9])[CH2:7][CH2:6][NH+:5]1[CH3:10].[Br-]>C(#N)C>[Br-:1].[F:3][CH:4]1[N:8]([CH3:9])[CH2:7][CH2:6][NH+:5]1[CH3:10] |f:0.1,5.6|. Procedure details: To a 300 ml four necked flask, 13.78 g (0.101 mol) of 2,2-difluoro-1,3-dimethylimidazolidine(DFI), 10.25 g (0.0995 mol) of sodium bromide, and 126.5 g of acetonitrile were charged and reacted at 25° C. for 4 hours in a nitrogen atmosphere. The yield of 2-fluoro-1,3-dimethylimidazolinium=bromide was 99%. The reactants are C(C)OC(C1=CC=CC=C1)=C1C(NC2=CC=C(C=C12)[N+](=O)[O-])=O (3-(1-ethoxy-1-phenyl-methylidene)-5-nitro-2-indolinone), C(C)OC(=O)CNCCC1=CC=C(N)C=C1 (4-(2-ethoxycarbonylmethylamino-ethyl)-aniline). The solvent is CN(C)C=O (DMF). Yields the product C(C)OC(=O)CNCCC1=CC=C(C=C1)N\C(\C1=CC=CC=C1)=C\1/C(NC2=CC=C(C=C12)[N+](=O)[O-])=O ((Z)-3-{1-[4-(2-ethoxycarbonylmethylamino-ethyl)-phenylamino]-1-phenyl-methylidene}-5-nitro-2-indolinone). Reaction SMILES: C(O[C:4](=[C:11]1[C:19]2[C:14](=[CH:15][CH:16]=[C:17]([N+:20]([O-:22])=[O:21])[CH:18]=2)[NH:13][C:12]1=[O:23])[C:5]1[CH:10]=[CH:9][CH:8]=[CH:7][CH:6]=1)C.[CH2:24]([O:26][C:27]([CH2:29][NH:30][CH2:31][CH2:32][C:33]1[CH:39]=[CH:38][C:36]([NH2:37])=[CH:35][CH:34]=1)=[O:28])[CH3:25]>CN(C=O)C>[CH2:24]([O:26][C:27]([CH2:29][NH:30][CH2:31][CH2:32][C:33]1[CH:39]=[CH:38][C:36]([NH:37]/[C:4](=[C:11]2\[C:12](=[O:23])[NH:13][C:14]3[C:19]\2=[CH:18][C:17]([N+:20]([O-:22])=[O:21])=[CH:16][CH:15]=3)/[C:5]2[CH:6]=[CH:7][CH:8]=[CH:9][CH:10]=2)=[CH:35][CH:34]=1)=[O:28])[CH3:25]. Procedure: Prepared analogously to Examples 43 and 89 from 3-(1-ethoxy-1-phenyl-methylidene)-5-nitro-2-indolinone and 4-(2-ethoxycarbonylmethylamino-ethyl)-aniline in DMF. The reactants are C(C)(C)(C)C1CCC(CC1)=O (4-t-butylcyclohexanone), ClCC(CO)O (3-chloro-1,2-propanediol), CC=1C=CC(=CC1)S(=O)(=O)O (PTSA). The solvent is C1(=CC=CC=C1)C (toluene). The product is C(C)(C)(C)C1CCC2(OCC(O2)CCl)CC1 (8-t-Butyl-2-chloromethyl-1,4-dioxaspiro[4.5]decane). Yield: 99.0%. Reaction SMILES: [C:1]([CH:5]1[CH2:10][CH2:9][C:8](=[O:11])[CH2:7][CH2:6]1)([CH3:4])([CH3:3])[CH3:2].[Cl:12][CH2:13][CH:14]([OH:17])[CH2:15]O.CC1C=CC(S(O)(=O)=O)=CC=1>C1(C)C=CC=CC=1>[C:1]([CH:5]1[CH2:6][CH2:7][C:8]2([O:17][CH:14]([CH2:13][Cl:12])[CH2:15][O:11]2)[CH2:9][CH2:10]1)([CH3:4])([CH3:2])[CH3:3]. Reported procedure: 97.0 g (0.597 mol) of 4-t-butylcyclohexanone and 134.7 g (1.184 mol) of 3-chloro-1,2-propanediol are dissolved in 1100 ml of toluene in the presence of 11.5 g (0.060 mol) of PTSA. The mixture is brought to reflux for 6 hours while removing the water formed using a Dean-Stark trap. The reaction mixture is brought to room temperature and washed twice with 1500 ml of an aqueous solution containing 5% of NaHCO3. The organic phase is dried over MgSO4 and concentrated under vacuum. The residual oil is... The reactants are ClCCl, CN(c1ncc(F)s1)C1CCN(C(=O)OC(C)(C)C)C1, O=C(O)C(F)(F)F. Yields the product CN(c1ncc(F)s1)C1CCNC1, O=C(O)C(F)(F)F. RXN SMILES: [Cl:28][CH2:29][Cl:30].[F:1][c:2]1[cH:3][n:4][c:5]([N:7]([CH:8]2[CH2:9][N:10]([C:13]([O:14][C:15]([CH3:16])([CH3:17])[CH3:18])=[O:19])[CH2:11][CH2:12]2)[CH3:20])[s:6]1.[F:21][C:22]([C:23](=[O:24])[OH:25])([F:26])[F:27]>>[F:1][c:2]1[cH:3][n:4][c:5]([N:7]([CH:8]2[CH2:9][NH:10][CH2:11][CH2:12]2)[CH3:20])[s:6]1.[F:21][C:22]([C:23](=[O:24])[OH:25])([F:26])[F:27].